Dataset: the Open Reaction Database (ORD), a public repository of structured organic reaction records. Task: describe an organic reaction: reactants, conditions, products, and yield Reactants: S(O)(O)(=O)=O (sulfuric acid), C(CCC)NC1=NC(=C2N=C(N(C2=N1)CC=1C=NC(=CC1)C)O)N (2-Butylamino-8-hydroxy-9-(6-methyl-3-pyridylmethyl)adenine). Solvent: CO (methanol). Product: S(=O)(=O)(O)O.C(CCC)NC1=NC(=C2N=C(N(C2=N1)CC=1C=NC(=CC1)C)O)N (2-Butylamino-8-hydroxy-9-(6-methyl-3-pyridylmethyl)adenine monosulfate). Reaction SMILES: [S:1](=[O:5])(=[O:4])([OH:3])[OH:2].[CH2:6]([NH:10][C:11]1[N:19]=[C:18]2[C:14]([N:15]=[C:16]([OH:28])[N:17]2[CH2:20][C:21]2[CH:22]=[N:23][C:24]([CH3:27])=[CH:25][CH:26]=2)=[C:13]([NH2:29])[N:12]=1)[CH2:7][CH2:8][CH3:9]>CO>[S:1]([OH:5])([OH:4])(=[O:3])=[O:2].[CH2:6]([NH:10][C:11]1[N:19]=[C:18]2[C:14]([N:15]=[C:16]([OH:28])[N:17]2[CH2:20][C:21]2[CH:22]=[N:23][C:24]([CH3:27])=[CH:25][CH:26]=2)=[C:13]([NH2:29])[N:12]=1)[CH2:7][CH2:8][CH3:9] |f:3.4|. Reported procedure: 0.5N sulfuric acid (30.8 ml) was added to a methanol solution (520 ml) of the compound of Example 27 (2.52 g, 7.70 mmol), and the precipitated crystal was collected by filtration. Thus, the title compound was obtained. Reactants: solution, P([O-])(=O)(OP(=O)([O-])OP(=O)(O)O)OC[C@@H]1[C@H]([C@H]([C@@H](O1)N1C=NC=2C(N)=NC=NC12)O)O.[Na+].[Na+] (disodium adenosine triphosphate), tris-hydrochloric acid, solution, [C@@H]1([C@H](O)[C@H](O)[C@@H](CO)O1)N1C=NC=2C(N)=NC=NC12.[K] (potassium-adenosine), ClC(C(=O)O)(Cl)Cl (trichloroacetic acid). The solvent is CS(=O)C (dimethyl sulfoxide). Reaction conditions: time 45 minute. The product is P(O)(O)(O)=O (phosphoric acid), P(O)(=O)(OP(=O)(O)OP(=O)(O)O)OC[C@@H]1[C@H]([C@H]([C@@H](O1)N1C=NC=2C(N)=NC=NC12)O)O (adenosine triphosphate). As a reaction SMILES: [C@@H]1(N2C3N=CN=C(N)C=3N=C2)O[C@H](CO)[C@@H](O)[C@H]1O.[K].[P:21]([O:33][CH2:34][C@H:35]1[O:39][C@@H:38]([N:40]2[C:49]3[N:48]=[CH:47][N:46]=[C:44]([NH2:45])[C:43]=3[N:42]=[CH:41]2)[C@H:37]([OH:50])[C@@H:36]1[OH:51])([O:24][P:25]([O:28][P:29]([OH:32])([OH:31])=[O:30])([O-:27])=[O:26])(=[O:23])[O-:22].[Na+].[Na+].ClC(Cl)(Cl)C(O)=O>CS(C)=O>[P:21](=[O:22])([OH:33])([OH:24])[OH:23].[P:21]([O:33][CH2:34][C@H:35]1[O:39][C@@H:38]([N:40]2[C:49]3[N:48]=[CH:47][N:46]=[C:44]([NH2:45])[C:43]=3[N:42]=[CH:41]2)[C@H:37]([OH:50])[C@@H:36]1[OH:51])([O:24][P:25]([O:28][P:29]([OH:31])([OH:32])=[O:30])([OH:27])=[O:26])(=[O:22])[OH:23] |f:0.1,2.3.4,^1:19|. Procedure details: A microsomal fraction prepared in accordance with the method of Sachs, et al. [J. Bio., Chem., 251, 7690 (1976)] by homogenizing a fresh gastric mucosal layer of swine and then subjecting the homogenate to density gradient ultra centrifugation was employed as a proton potassium-adenosine triphosphatase preparation. A solution (10 μl) of a test compound dissolved in dimethyl sulfoxide was added to 0.75 ml of a 70 mM tris-hydrochloric acid buffer (5 mM magnesium chloride, 20 mM potassium chloride,...